This data is from the Open Reaction Database (ORD), a public repository of structured organic reaction records. The task is: describe an organic reaction: reactants, conditions, products, and yield The reactants are O=C([O-])[O-], C1CCOC1, Clc1cc(Cl)ncn1, [Cs+], [Cs+], CC(c1ccc(B2OC(C)(C)C(C)(C)O2)cc1)N1CCC(CCCO)(c2ccc(F)cc2)OC1=O. Product: CC(c1ccc(-c2cc(Cl)ncn2)cc1)N1CCC(CCCO)(c2ccc(F)cc2)OC1=O. RXN SMILES: [C:44](=[O:45])([O-:46])[O-:47].[CH2:50]1[O:51][CH2:52][CH2:53][CH2:54]1.[Cl:36][c:37]1[n:38][cH:39][n:40][c:41]([Cl:43])[cH:42]1.[Cs+:48].[Cs+:49].[F:1][c:2]1[cH:3][cH:4][c:5]([C:8]2([CH2:32][CH2:33][CH2:34][OH:35])[CH2:9][CH2:10][N:11]([CH:15]([CH3:16])[c:17]3[cH:18][cH:19][c:20]([B:23]4[O:24][C:25]([CH3:26])([CH3:27])[C:28]([CH3:29])([CH3:30])[O:31]4)[cH:21][cH:22]3)[C:12](=[O:14])[O:13]2)[cH:6][cH:7]1>>[F:1][c:2]1[cH:3][cH:4][c:5]([C:8]2([CH2:32][CH2:33][CH2:34][OH:35])[CH2:9][CH2:10][N:11]([CH:15]([CH3:16])[c:17]3[cH:18][cH:19][c:20](-[c:41]4[n:40][cH:39][n:38][c:37]([Cl:36])[cH:42]4)[cH:21][cH:22]3)[C:12](=[O:14])[O:13]2)[cH:6][cH:7]1.